From a dataset of the Open Reaction Database (ORD), a public repository of structured organic reaction records. describe an organic reaction: reactants, conditions, products, and yield Reactants: NC1=NN(C=C1)CCCCO (3-amino-1-(4-hydroxybutyl)pyrazole), C(C1=CC=CC=C1)(=O)N=C=S (benzoylisothiocyanate). Run in CC(=O)C (acetone). Conditions: time 18 hour. Yields the product OCCCCN1N=C(C=C1)NC(=S)NC(C1=CC=CC=C1)=O (1-(4-hydroxybutyl)-3-(3-benzoylthioureido)pyrazole). Isolated yield 30.0%. Reaction SMILES: [NH2:1][C:2]1[CH:6]=[CH:5][N:4]([CH2:7][CH2:8][CH2:9][CH2:10][OH:11])[N:3]=1.[C:12]([N:20]=[C:21]=[S:22])(=[O:19])[C:13]1[CH:18]=[CH:17][CH:16]=[CH:15][CH:14]=1>CC(C)=O>[OH:11][CH2:10][CH2:9][CH2:8][CH2:7][N:4]1[CH:5]=[CH:6][C:2]([NH:1][C:21]([NH:20][C:12](=[O:19])[C:13]2[CH:14]=[CH:15][CH:16]=[CH:17][CH:18]=2)=[S:22])=[N:3]1. Reported procedure: A mixture of 3-amino-1-(4-hydroxybutyl)pyrazole (0.966 g.) and benzoylisothiocyanate (1.0 g.) in acetone (30 ml.) was stirred at room temperature for 18 hours. The solvent was evaporated and the residue purified by column chromatography on silica gel using EtOAc as eluant to give 1-(4-hydroxybutyl)-3-(3-benzoylthioureido)pyrazole (30% yield).